From a dataset of the Open Reaction Database (ORD), a public repository of structured organic reaction records. describe an organic reaction: reactants, conditions, products, and yield Reactants: NC1=C(C=CC=C1)S (2-aminothiophenol), [OH-].[Na+] (sodium hydroxide), BrC(C)C (2-bromopropane). Solvent: C(C)O (ethanol). RXN SMILES: [NH2:1][C:2]1[CH:7]=[CH:6][CH:5]=[CH:4][C:3]=1[SH:8].[OH-].[Na+].Br[CH:12]([CH3:14])[CH3:13]>C(O)C>[CH3:13][CH:12]([S:8][C:3]1[CH:4]=[CH:5][CH:6]=[CH:7][C:2]=1[NH2:1])[CH3:14] |f:1.2|. Product: CC(C)SC1=C(C=CC=C1)N (2-(1-methylethylthio)benzenamine). Reported procedure: To a solution of 2-aminothiophenol (90%, 100 g, 0.72 mol) and sodium hydroxide (31.7 g, 0.792 mol) in 90% aqueous ethanol (500 ml) was added dropwise 2-bromopropane (89 g, 0.72 mol) at room temperature. When the addition was complete, the reaction mixture was refluxed for 3 hours, cooled to room temperature, and then concentrated in vacuo. The residue was diluted with water (300 ml) and extracted with ether (3×500 ml). The ether extracts were washed with water and brine, dried with MgSO4 and con... The reactants are BrC=1C(=NN(C1)C)N[C@@H](CC(C)C)C(=O)OCC1=CC=C(C=C1)OC (4-methoxybenzyl N-(4-bromo-1-methyl-1H-pyrazol-3-yl)leucinate), [Li+].[OH-] (LiOH), Cl (HCl). The solvent is CO (MeOH). Reaction conditions: time 0.5 hour. Yields the product BrC=1C(=NN(C1)C)N[C@@H](CC(C)C)C(=O)O (N-(4-bromo-1-methyl-1H-pyrazol-3-yl)leucine). As a reaction SMILES: [Br:1][C:2]1[C:3]([NH:8][C@H:9]([C:14]([O:16]CC2C=CC(OC)=CC=2)=[O:15])[CH2:10][CH:11]([CH3:13])[CH3:12])=[N:4][N:5]([CH3:7])[CH:6]=1.[Li+].[OH-].Cl>CO>[Br:1][C:2]1[C:3]([NH:8][C@H:9]([C:14]([OH:16])=[O:15])[CH2:10][CH:11]([CH3:12])[CH3:13])=[N:4][N:5]([CH3:7])[CH:6]=1 |f:1.2|. Procedure details: To 4-methoxybenzyl N-(4-bromo-1-methyl-1H-pyrazol-3-yl)leucinate (1.19 g, 2.89 mmol) in MeOH (60 mL) was added dropwise an aqueous LiOH solution (1.0 M, 14.5 mL, 14.5 mmol) and the reaction was stirred for ½ hour. The reaction was acidified (pH=4–5) with aqueous 10% HCl and the product extracted with EtOAc (3×), dried over Na2SO4, concentrated in vacuo and purified by flash chromatography over silica gel (Hex/EtOAc/AcOH, 70/29/1, then 50/49/1) to afford N-(4-bromo-1-methyl-1H-pyrazol-3-yl)leucin... Reactants: 53.7, [N+](=O)([O-])C1=C(C=CC(=C1)C=NCCC)NCCC (2-nitro-N-propyl-4-[(propylimino)methyl]benzenamine), Cl (hydrochloric acid), O (water). Yields the product 20.4, [N+](=O)([O-])C=1C=C(C=O)C=CC1NCCC (3-nitro-4-(propylamino)benzaldehyde). RXN SMILES: [N+:1]([C:4]1[CH:9]=[C:8]([CH:10]=NCCC)[CH:7]=[CH:6][C:5]=1[NH:15][CH2:16][CH2:17][CH3:18])([O-:3])=[O:2].Cl.[OH2:20]>>[N+:1]([C:4]1[CH:9]=[C:8]([CH:7]=[CH:6][C:5]=1[NH:15][CH2:16][CH2:17][CH3:18])[CH:10]=[O:20])([O-:3])=[O:2]. Procedure details: (a-2) A mixture of 53.7 parts of 2-nitro-N-propyl-4-[(propylimino)methyl]benzenamine, 360 parts of concentrated hydrochloric acid and 300 parts of water was stirred and refluxed for 30 minutes. The reaction mixture was cooled and the product was extracted with trichloromethane. The extract was dried, filtered and evaporated. The residue was purified by column chromatography over silica gel using trichloromethane as eluent. The pure fractions were collected and the eluent was evaporated, yielding... Starting materials: Nitro, CCCCCC.C1CCOC1 (Hexane THF), COC=1C=C(C=CC1[N+](=O)[O-])C=1SC2=C(N1)C=CC(=C2)OC (2-(3-methoxy-4-nitrophenyl)-6-methoxybenzothiazole), O.O.[Sn](Cl)Cl (tin (II) dichloride dihydrate). Solvent: CCO (EtOH). Yields the product NC1=C(C=C(C=C1)C=1SC2=C(N1)C=CC(=C2)OC)OC (2-(4-Amino-3-methoxyphenyl)-6-methoxybenzothiazole). Yield: 91.8%. As a reaction SMILES: [CH3:1][O:2][C:3]1[CH:4]=[C:5]([C:12]2[S:13][C:14]3[CH:20]=[C:19]([O:21][CH3:22])[CH:18]=[CH:17][C:15]=3[N:16]=2)[CH:6]=[CH:7][C:8]=1[N+:9]([O-])=O.O.O.[Sn](Cl)Cl.CCCCCC.C1COCC1>CCO>[NH2:9][C:8]1[CH:7]=[CH:6][C:5]([C:12]2[S:13][C:14]3[CH:20]=[C:19]([O:21][CH3:22])[CH:18]=[CH:17][C:15]=3[N:16]=2)=[CH:4][C:3]=1[O:2][CH3:1] |f:1.2.3,4.5|. Procedure details: Prepared as described in the Nitro Reduction section using 2-(3-methoxy-4-nitrophenyl)-6-methoxybenzothiazole (0.5 g, 1.56 mmol) and tin (II) dichloride dihydrate (2.61 g, 11.58 mmol) in EtOH (35 ml) to give the title compound (0.41 g, 91%) as a pale orange solid after work-up and flash chromatography (2:1 Hexane/THF). Reactants: CC(=O)OC(C)=O, O=C[O-], O=CO, [Na+], CC(c1ccc(N)cc1)n1ccnc1. Product: CC(c1ccc(NC=O)cc1)n1ccnc1. RXN SMILES: [C:19]([O:20][C:21](=[O:22])[CH3:23])(=[O:24])[CH3:25].[CH:15](=[O:16])[O-:17].[CH:26]([OH:27])=[O:28].[Na+:18].[n:1]1([CH:6]([CH3:7])[c:8]2[cH:9][cH:10][c:11]([NH2:14])[cH:12][cH:13]2)[cH:2][n:3][cH:4][cH:5]1>>[n:1]1([CH:6]([CH3:7])[c:8]2[cH:9][cH:10][c:11]([NH:14][CH:15]=[O:16])[cH:12][cH:13]2)[cH:2][n:3][cH:4][cH:5]1. Reactants: [Li]CCCC (n-BuLi), C#CCCCCCCCCCCCC (tetradecyne), C1(=CC=CC=C1)OC#N (phenyl cyanate). Run in CCOCC (ether), CCOCC (ether). Reaction conditions: temperature 70 celsius, time 5 minute. Product: C(C#CCCCCCCCCCCCC)#N (2-pentadecynenitrile). The yield is 77.9%. RXN SMILES: [Li][CH2:2][CH2:3][CH2:4][CH3:5].[CH:6]#[C:7][CH2:8][CH2:9][CH2:10][CH2:11][CH2:12][CH2:13][CH2:14][CH2:15][CH2:16]CCC.C1(OC#[N:28])C=CC=CC=1>CCOCC>[C:2](#[N:28])[C:3]#[C:4][CH2:5][CH2:6][CH2:7][CH2:8][CH2:9][CH2:10][CH2:11][CH2:12][CH2:13][CH2:14][CH2:15][CH3:16]. Reported procedure: n-BuLi (2.2 M, 24.3 mL, 53.5 mmol) was added dropwise to a cooled (-78° C.) slurry of tetradecyne (10.3 g, 52.7 mmol) in anhydrous ether (60 mL) at a rate not allowing the temperature to rise above -40° C. The resulting slurry was stirred (5 minutes, 70° C.), then phenyl cyanate (6.9 g, 58.0 mmol) was added dropwise at a rate not allowing the temperature to rise above -60° C. The resulting slurry was stirred (45 minutes, -78° C.) then warmed (25° C.). The resulting solution was diluted with ethe... Reactants: O=C1Cc2cc(Br)ccc2N1, Cc1c(C=O)[nH]c2c1C(=O)N(CC(O)CN1CCOCC1)CC2. Yields the product Cc1c(C=C2C(=O)Nc3ccc(Br)cc32)[nH]c2c1C(=O)N(CC(O)CN1CCOCC1)CC2. RXN SMILES: [Br:24][c:25]1[cH:26][c:27]2[c:31]([cH:32][cH:33]1)[NH:30][C:29](=[O:34])[CH2:28]2.[OH:1][CH:2]([CH2:3][N:4]1[C:5](=[O:16])[c:6]2[c:7]([nH:10][c:11]([CH:14]=[O:15])[c:12]2[CH3:13])[CH2:8][CH2:9]1)[CH2:17][N:18]1[CH2:19][CH2:20][O:21][CH2:22][CH2:23]1>>[OH:1][CH:2]([CH2:3][N:4]1[C:5](=[O:16])[c:6]2[c:7]([nH:10][c:11]([CH:14]=[C:28]3[c:27]4[cH:26][c:25]([Br:24])[cH:33][cH:32][c:31]4[NH:30][C:29]3=[O:34])[c:12]2[CH3:13])[CH2:8][CH2:9]1)[CH2:17][N:18]1[CH2:19][CH2:20][O:21][CH2:22][CH2:23]1. Starting materials: CCCCc1ccc(CNCCCCCCO)cc1, Cc1ccccc1, O=C(Cl)Oc1ccccc1. Yields the product CCCCc1ccc(CN(CCCCCCO)C(=O)Oc2ccccc2)cc1. Reaction SMILES: [CH2:1]([CH2:2][CH2:3][CH3:4])[c:5]1[cH:6][cH:7][c:8]([CH2:11][NH:12][CH2:13][CH2:14][CH2:15][CH2:16][CH2:17][CH2:18][OH:19])[cH:9][cH:10]1.[CH3:30][c:31]1[cH:32][cH:33][cH:34][cH:35][cH:36]1.[Cl:20][C:21](=[O:22])[O:23][c:24]1[cH:25][cH:26][cH:27][cH:28][cH:29]1>>[CH2:1]([CH2:2][CH2:3][CH3:4])[c:5]1[cH:6][cH:7][c:8]([CH2:11][N:12]([CH2:13][CH2:14][CH2:15][CH2:16][CH2:17][CH2:18][OH:19])[C:21](=[O:22])[O:23][c:24]2[cH:25][cH:26][cH:27][cH:28][cH:29]2)[cH:9][cH:10]1. Reactants: C1COCCN1, CO, O=C1c2c(O)ccc([N+](=O)[O-])c2C(=O)c2c([N+](=O)[O-])ccc(O)c21, Oc1ccccc1. The product is Nc1ccc(O)c2c1C(=O)c1c([N+](=O)[O-])ccc(O)c1C2=O. Reaction SMILES: [CH2:32]1[NH:33][CH2:34][CH2:35][O:36][CH2:37]1.[CH3:38][OH:39].[OH:1][c:2]1[cH:3][cH:4][c:5]([N+:22]([O-:23])=[O:24])[c:6]2[c:15]1[C:14](=[O:16])[c:13]1[c:8]([c:9]([N+:18](=[O:19])[O-:20])[cH:10][cH:11][c:12]1[OH:17])[C:7]2=[O:21].[OH:25][c:26]1[cH:27][cH:28][cH:29][cH:30][cH:31]1>>[OH:1][c:2]1[cH:3][cH:4][c:5]([NH2:22])[c:6]2[c:15]1[C:14](=[O:16])[c:13]1[c:8]([c:9]([N+:18](=[O:19])[O-:20])[cH:10][cH:11][c:12]1[OH:17])[C:7]2=[O:21]. Reactants: [Na] (Sodium), ClCC(=O)OCC (ethyl chloroacetate), ClCC(=O)OCC (ethyl chloroacetate), C(CC(=O)OCC)(=O)OCC (diethyl malonate), C(CC(=O)OCC)(=O)OCC (diethyl malonate). Run in O (water), C(C)O (ethanol). Reaction conditions: temperature 15 celsius. Product: C(CC(=O)OCC)(C(=O)OCC)C(=O)OCC (triethyl ethane-1,1,2-tricarboxylate), compound [ 3 ]. As a reaction SMILES: [Na].[C:2]([O:10][CH2:11][CH3:12])(=[O:9])[CH2:3][C:4]([O:6][CH2:7][CH3:8])=[O:5].Cl[CH2:14][C:15]([O:17][CH2:18][CH3:19])=[O:16]>C(O)C.O>[CH:3]([C:4]([O:6][CH2:7][CH3:8])=[O:5])([C:2]([O:10][CH2:11][CH3:12])=[O:9])[CH2:14][C:15]([O:17][CH2:18][CH3:19])=[O:16] |^1:0|. Reported procedure: Sodium metal (23 gram, 1 mole) was dissolved in dry ethanol (500 ml) with stirring. To this 160 gram (1 mole) of diethyl malonate (compound [2]) was added in 30 minutes. The reaction mixture was cooled to 15° C. and ethyl chloroacetate (compound [1], 117 gm, 0.095 mole) was then added drop wise in 30 minutes. On completion of addition the reaction mass was refluxed for 6 hours and then poured in 2 liters of water. The organic materials were extracted with dichloromethane (three times with 500 ml...